From a dataset of the Open Reaction Database (ORD), a public repository of structured organic reaction records. describe an organic reaction: reactants, conditions, products, and yield The reactants are C(C)(C)(C)O (t-butanol), ClS(=O)(=O)CC(=O)Cl (2-chlorosulfonylacetyl chloride). Run in C1CCOC1 (THF). The product is C(C)(C)(C)OC(CS(=O)(=O)Cl)=O (chlorosulfonyl-acetic acid tert-butyl ester). As a reaction SMILES: [C:1]([OH:5])([CH3:4])([CH3:3])[CH3:2].[Cl:6][S:7]([CH2:10][C:11](Cl)=[O:12])(=[O:9])=[O:8]>C1COCC1>[C:1]([O:5][C:11](=[O:12])[CH2:10][S:7]([Cl:6])(=[O:9])=[O:8])([CH3:4])([CH3:3])[CH3:2]. Procedure details: To a solution of t-butanol (0.3 mL) in THF (3 mL) was added 2-chlorosulfonylacetyl chloride (0.1 mL, 1.0 mmol) at room temperature for 1 h. The volatiles were removed to provide the chlorosulfonyl-acetic acid tert-butyl ester (230 mg). The crude product was used without further purification. The reactants are CCCC[N+](CCCC)(CCCC)CCCC, N#Cc1ccccc1-c1ccc(CCl)cn1, Cl, [H-], [I-], [Na+], C1CCOC1, CCCCC(=O)CC(=O)OC. Yields the product CCCCC(=O)C(Cc1ccc(-c2ccccc2C#N)nc1)C(=O)OC. RXN SMILES: [CH2:37]([N+:38]([CH2:39][CH2:40][CH2:41][CH3:42])([CH2:43][CH2:44][CH2:45][CH3:46])[CH2:47][CH2:48][CH2:49][CH3:50])[CH2:51][CH2:52][CH3:53].[Cl:14][CH2:15][c:16]1[cH:17][cH:18][c:19](-[c:22]2[c:23]([C:24]#[N:25])[cH:26][cH:27][cH:28][cH:29]2)[n:20][cH:21]1.[ClH:30].[H-:1].[I-:36].[Na+:2].[O:31]1[CH2:32][CH2:33][CH2:34][CH2:35]1.[O:3]=[C:4]([CH2:5][C:6](=[O:7])[O:8][CH3:9])[CH2:10][CH2:11][CH2:12][CH3:13]>>[O:3]=[C:4]([CH:5]([C:6](=[O:7])[O:8][CH3:9])[CH2:15][c:16]1[cH:17][cH:18][c:19](-[c:22]2[c:23]([C:24]#[N:25])[cH:26][cH:27][cH:28][cH:29]2)[n:20][cH:21]1)[CH2:10][CH2:11][CH2:12][CH3:13]. Starting materials: CC(C(=O)O)c1cccnc1, c1(nnc(s1)N)CCSCCc1nnc(s1)N. The reagents and catalysts are c1ccc(cc1)-c2c3ccccc3cc4ccccc24 (9-Phenylanthracene), CC(=O)OC(=O)C (Ac2O). The solvent is CC(=O)N(C)C (DMAc). Conditions: temperature 20 celsius, time 18 hour. Yields the product C[C@H](C(=O)Nc1nnc(CCSCCc2nnc(NC(=O)[C@@H](C)c3cccnc3)s2)s1)c4cccnc4. As a reaction SMILES: [NH2:1][c:2]1[s:17][c:5]([CH2:6][CH2:7][S:8][CH2:9][CH2:10][c:11]2[s:16][c:14]([NH2:15])[n:13][n:12]2)[n:4][n:3]1.[CH3:18][CH:19]([c:23]1[cH:28][n:27][cH:26][cH:25][cH:24]1)[C:20]([OH:22])=[O:21]>>C[C@@H](c1cnccc1)C([NH:1][c:2]2[s:17][c:5]([CH2:6][CH2:7][S:8][CH2:9][CH2:10][c:11]3[s:16][c:14]([NH:15][C:20]([C@H:19]([c:23]4[cH:28][n:27][cH:26][cH:25][cH:24]4)[CH3:18])=[O:21])[n:13][n:12]3)[n:4][n:3]2)=[O:22]. The solvent is O (water), O1CCOCC1 (dioxane), O1CCOCC1 (dioxane). Procedure: 5-Amino-3-acetoxymethyl-2,4,6-triiodobenzoyl chloride (12.0 g, 0.020 mol) was dissolved in 10 ml of dioxane and sodium carbonate (2.1 g, 0.020 mol) was added. To this solution was added a solution of 2,3-dihydroxypropylamine (1.8 g, 0.020 mol) dissolved in 15 ml of dioxane. The mixture was heated to reflux for 10 h. After cooling to room temperature, methanol (25 ml), strongly acidic ion exchange resin (Amberlyst 15, 50 g) and water (25 ml) were added to bring the pH to 3 to 4. After stirring at... Conditions: time 20 minute. RXN SMILES: [NH2:1][C:2]1[C:3]([I:18])=[C:4]([CH2:13][O:14][C:15](=[O:17])[CH3:16])[C:5]([I:12])=[C:6]([C:10]=1[I:11])[C:7](Cl)=[O:8].C(=O)([O-])[O-].[Na+].[Na+].[OH:25][CH:26]([CH2:29][OH:30])[CH2:27][NH2:28].CO>O1CCOCC1.O>[NH2:1][C:2]1[C:3]([I:18])=[C:4]([CH2:13][O:14][C:15](=[O:17])[CH3:16])[C:5]([I:12])=[C:6]([C:10]=1[I:11])[C:7]([NH:28][CH2:27][CH:26]([OH:25])[CH2:29][OH:30])=[O:8] |f:1.2.3|. Product: NC=1C(=C(C(=C(C(=O)NCC(CO)O)C1I)I)COC(C)=O)I (5-Amino-3-acetoxymethyl-N-(2,3-dihydroxypropyl)-2,4,6-triiodobenzamide). Reactants: C([O-])([O-])=O.[Na+].[Na+] (sodium carbonate), CO (methanol), NC=1C(=C(C(=C(C(=O)Cl)C1I)I)COC(C)=O)I (5-Amino-3-acetoxymethyl-2,4,6-triiodobenzoyl chloride), OC(CN)CO (2,3-dihydroxypropylamine). Starting materials: C1COP(=O)(NC1O)N(CCCl)CCCl (4-hydroxycyclophosphamide), [NH4+].SCCS(=O)(=O)[O-] (ammonium 2-mercaptoethanesulphonate), ClC(C(=O)O)(Cl)Cl (trichloroacetic acid). The solvent is O (water). Conditions: time 3 day. Yields the product [NH4+].ClCCN(P1(OCCC(N1)SCCS(=O)(=O)[O-])=O)CCCl (2-[2-(bis-(2-chloroethyl)-amino)-2-oxo-tetrahydro-2H-1,3,2-oxazaphosphorin-4-yl-thio]-ethanesulphonic acid ammonium salt). Reaction SMILES: [CH2:1]1[CH:7](O)[NH:6][P:4]([N:9]([CH2:13][CH2:14][Cl:15])[CH2:10][CH2:11][Cl:12])(=[O:5])[O:3][CH2:2]1.[NH4+].[SH:17][CH2:18][CH2:19][S:20]([O-:23])(=[O:22])=[O:21].ClC(Cl)(Cl)C(O)=O>O>[NH4+:6].[Cl:12][CH2:11][CH2:10][N:9]([CH2:13][CH2:14][Cl:15])[P:4]1(=[O:5])[NH:6][CH:7]([S:17][CH2:18][CH2:19][S:20]([O-:23])(=[O:22])=[O:21])[CH2:1][CH2:2][O:3]1 |f:1.2,5.6|. Reported procedure: 2.8 g (10 mmol) of 4-hydroxycyclophosphamide and 1.6 g (10 mmol) of ammonium-2-mercaptoethanesulphonate were dissolved together with a catalytic quantity of trichloroacetic acid in 50 ml of water and were left to stand in a refrigerator for 3 days at 0° C. The water was then distilled off under high vacuum, the residue was taken up twice in acetone and concentrated under vacuum. Recrystallisation from acetone/ether. Reactants: Cl.C1(=CC=C(C=C1)NN)C (p-tolylhydrazine-hydrochloride), C(C)OC(CC(C(C)=O)C(C)=O)=O (3,3-diacetyl-propionic acid-ethyl ester), C(C)(=O)[O-].[Na+] (sodium acetate). The solvent is C(C)O (ethanol). The product is C(C)OC(CC=1C(=NN(C1C)C1=CC=C(C=C1)C)C)=O (3,5-dimethyl-1-(p-tolyl)pyrazol-4-acetic acid-ethyl ester). The yield is 89.0%. Reaction SMILES: Cl.[C:2]1([CH3:10])[CH:7]=[CH:6][C:5]([NH:8][NH2:9])=[CH:4][CH:3]=1.[CH2:11]([O:13][C:14](=[O:23])[CH2:15][CH:16]([C:20](=O)[CH3:21])[C:17](=O)[CH3:18])[CH3:12].C([O-])(=O)C.[Na+]>C(O)C>[CH2:11]([O:13][C:14](=[O:23])[CH2:15][C:16]1[C:17]([CH3:18])=[N:9][N:8]([C:5]2[CH:6]=[CH:7][C:2]([CH3:10])=[CH:3][CH:4]=2)[C:20]=1[CH3:21])[CH3:12] |f:0.1,3.4|. Reported procedure: 8.0 grams p-tolylhydrazine-hydrochloride, 9.3 grams 3,3-diacetyl-propionic acid-ethyl ester, 4.1 grams anhydrous sodium acetate and 70 milliliters ethanol were mixed and the mixture was heated to the boiling temperature under reflux for 1.5 hour. The reaction mixture was worked up as described in Example (3a). After distillation, 12.1 grams 3,5-dimethyl-1-(p-tolyl)pyrazol-4-acetic acid-ethyl ester were obtained as a viscous oil having a Kp0.001 of 145°-146° C., representing a yield of 89%. For a... The reactants are ClC1=NC=CC(=N1)N1C(NC(C(=C1)C1C2=C(C=CC3=C1C=CC=C3)C=CC=C2)=O)=O (1-[2-Chloropyrimidin-4-yl}-5-[5H-dibenzo[a,d]cyclohepten-5-yl}-2,4(1H,3H)-pyrimidinedione), Cl.COC([C@H]1NCCC1)=O (L-proline methyl ester hydrochloride). The product is C1=CC=CC=2C(C3=C(C=CC21)C=CC=C3)C=3C(NC(N(C3)C3=NC(=NC=C3)N3[C@H](C(=O)OC)CCC3)=O)=O (N-[4-[5-{5H-Dibenzo[a,d]cyclohepten-5-yl}-3,4-dihydro-2,4-dioxo-1(2H)-pyrimidinyl]pyrimidin-2-yl]-L-proline, methyl ester). Reaction SMILES: Cl[C:2]1[N:7]=[C:6]([N:8]2[CH:13]=[C:12]([CH:14]3[C:20]4[CH:21]=[CH:22][CH:23]=[CH:24][C:19]=4[CH:18]=[CH:17][C:16]4[CH:25]=[CH:26][CH:27]=[CH:28][C:15]3=4)[C:11](=[O:29])[NH:10][C:9]2=[O:30])[CH:5]=[CH:4][N:3]=1.Cl.[CH3:32][O:33][C:34](=[O:40])[C@@H:35]1[CH2:39][CH2:38][CH2:37][NH:36]1>>[CH:24]1[C:19]2[CH:18]=[CH:17][C:16]3[CH:25]=[CH:26][CH:27]=[CH:28][C:15]=3[CH:14]([C:12]3[C:11](=[O:29])[NH:10][C:9](=[O:30])[N:8]([C:6]4[CH:5]=[CH:4][N:3]=[C:2]([N:36]5[CH2:37][CH2:38][CH2:39][C@H:35]5[C:34]([O:33][CH3:32])=[O:40])[N:7]=4)[CH:13]=3)[C:20]=2[CH:21]=[CH:22][CH:23]=1 |f:1.2|. Procedure details: The subtitle compound was prepared from the product of example 6 step (i) (0.3 g) and L-proline methyl ester hydrochloride (0.6 g) by the method of example 10 step (ii). Purification was by chromatography eluting with 5% methanol in dichloromethane. Yield 0.55 g. Reaction SMILES: [Cl:1][C:2]1[CH:16]=[C:15]([Cl:17])[C:14]([Cl:18])=[CH:13][C:3]=1[C:4](C1C=CC=CC=1F)=[O:5].OO.FC1C=CC=CC=1[OH:28]>ClCCl.[N+](C1C=CC=CC=1C(=[Se])O)([O-])=O>[Cl:1][C:2]1[CH:16]=[C:15]([Cl:17])[C:14]([Cl:18])=[CH:13][C:3]=1[C:4]([OH:5])=[O:28]. The product is ClC1=C(C(=O)O)C=C(C(=C1)Cl)Cl (2,4,5-trichlorobenzoic acid). The solvent is ClCCl (dichloromethane). Isolated yield 152.2%. Reported procedure: 7.6 g (25mmol) of 2,4,5-trichloro-2'-fluorobenzophenone, 4.3 g (0.115 mol) of 90% hydrogen peroxide and 0.25 g of 2-nitrobenzoselenic acid were stirred for 24 h in 50 ml of dichloromethane. The insoluble constituents were then filtered off, water was added and the organic phase was separated off. After removal of the solvent, the residue was heated with 120 g of 60% sulfuric acid for 8 h to hydrolyze the ester present. 1.55 g (13.8 mmol, 55%) of 2-fluorophenol could then be separated off by stea... Reagents/catalysts: [N+](=O)([O-])C1=C(C(O)=[Se])C=CC=C1 (2-nitrobenzoselenic acid). The reactants are ClC1=C(C(=O)C2=C(C=CC=C2)F)C=C(C(=C1)Cl)Cl (2,4,5-trichloro-2'-fluorobenzophenone), OO (hydrogen peroxide), FC1=C(C=CC=C1)O (2-fluorophenol). Reactants: hydrazone, O=S(Cl)Cl (SOCl2), C1(=CC=C(OC)C=C1)C(=O)CC1=CC=C(OC)C=C1 (desoxyanisoin), C(C)OC(NN)=O (ethylcarbazate). Reaction conditions: temperature 60 celsius. The product is COC1=CC=C(C=C1)C=1N=NSC1C1=CC=C(C=C1)OC (4,5-Bis(p-Methoxyphenyl)-1,2,3-thiadiazole). Reaction SMILES: [C:1]1([C:9]([CH2:11][C:12]2[CH:19]=[CH:18][C:15]([O:16][CH3:17])=[CH:14][CH:13]=2)=O)[CH:8]=[CH:7][C:4]([O:5][CH3:6])=[CH:3][CH:2]=1.C(OC(=O)[NH:24][NH2:25])C.O=[S:28](Cl)Cl>>[CH3:6][O:5][C:4]1[CH:7]=[CH:8][C:1]([C:9]2[N:25]=[N:24][S:28][C:11]=2[C:12]2[CH:19]=[CH:18][C:15]([O:16][CH3:17])=[CH:14][CH:13]=2)=[CH:2][CH:3]=1. Procedure: The hydrazone (7.0 g, 20 mmol) derived from desoxyanisoin (Aldrich) and ethylcarbazate was added to 20 ml of SOCl2 ;which had been cooled in an ice bath. The reaction was heated at 60° C. for 1 hour, cooled and then the solvent was removed under vacuum. The crude residue was triturated with ether affording 7.5 g of crude material, m.p. 80°-82° C. This was recrystallized from ether affording 3.59 g (60%) of 7, m.p. 84°-86° C. as red crystals. A simple column filtration through silica afforded whi...